Task: describe an organic reaction: reactants, conditions, products, and yield. Dataset: the Open Reaction Database (ORD), a public repository of structured organic reaction records Reactants: CC1=C(C(=CC(=C1)C)C)C1(N(C(C(C1)C)C)C(C)=O)C(=O)[O-] (2,4,6-trimethylphenyl-acetyl-4,5-dimethyl-pyrrolidine-2-carboxylate), [H-].[Na+] (NaH), C1(=CC=CC=C1)C (toluene), C1(=CC=CC=C1)C (toluene), [H][H] (hydrogen), C(C)O (ethanol). Product: CC(CC(CCCC)=O)=O (octane-2,4-dione). As a reaction SMILES: CC1C=C(C)C=C(C)C=1C1(C([O-])=O)CC(C)C(C)N1[C:17](=[O:19])[CH3:18].[H-].[Na+].[CH2:25]([OH:27])[CH3:26].[H][H].[C:30]1([CH3:36])[CH:35]=[CH:34]C=CC=1>>[CH3:18][C:17](=[O:19])[CH2:26][C:25](=[O:27])[CH2:36][CH2:30][CH2:35][CH3:34] |f:1.2|. Procedure: 16 g (0.048 mol) of ethyl N-(2,4,6-trimethylphenyl-acetyl-4,5-dimethyl-pyrrolidine-2-carboxylate in 50 ml of absolute toluene are added dropwise to a boiling solution of 2 g (0.067 mol) of NaH in 50 ml of absolute toluene and the mixture is refluxed. The end of the reaction is determined by TLC monitoring. The mixture is subsequently allow to cool to room temperature, and absolute ethanol is added with cooling until hydrogen is no longer evolved. The reaction mixture is evaporated under reduced ... Starting materials: CN(C[C@@H](CC(=O)OCC1=CC=CC=C1)NS(=O)(=O)C=1SC(=CC1)C#CC1=CC=CC=C1)C ((R)-benzyl 4-(dimethylamino)-3-(5-(phenylethynyl)thiophene-2-sulfonamido)butanoate), CI (methyl iodide). Yields the product [I-].C(C1=CC=CC=C1)OC(C[C@H](C[N+](C)(C)C)NS(=O)(=O)C=1SC(=CC1)C#CC1=CC=CC=C1)=O ((R)-4-(benzyloxy)-N,N,N-trimethyl-4-oxo-2-(5-(phenylethynyl)thiophene-2-sulfonamido)butan-1-aminium iodide). RXN SMILES: [CH3:1][N:2]([CH3:33])[CH2:3][C@H:4]([NH:16][S:17]([C:20]1[S:21][C:22]([C:25]#[C:26][C:27]2[CH:32]=[CH:31][CH:30]=[CH:29][CH:28]=2)=[CH:23][CH:24]=1)(=[O:19])=[O:18])[CH2:5][C:6]([O:8][CH2:9][C:10]1[CH:15]=[CH:14][CH:13]=[CH:12][CH:11]=1)=[O:7].[CH3:34][I:35]>>[I-:35].[CH2:9]([O:8][C:6](=[O:7])[CH2:5][C@@H:4]([NH:16][S:17]([C:20]1[S:21][C:22]([C:25]#[C:26][C:27]2[CH:32]=[CH:31][CH:30]=[CH:29][CH:28]=2)=[CH:23][CH:24]=1)(=[O:19])=[O:18])[CH2:3][N+:2]([CH3:34])([CH3:1])[CH3:33])[C:10]1[CH:11]=[CH:12][CH:13]=[CH:14][CH:15]=1 |f:2.3|. Procedure: According to the method described in example S76b, (R)-benzyl 4-(dimethylamino)-3-(5-(phenylethynyl)thiophene-2-sulfonamido)butanoate was reacted with methyl iodide to give the title compound as a yellow solid (quantitative). ESI 497.3 [M]+, calcd for [C26H29N2O4S2]+ 497.16. Starting materials: Br, Br[Cu]Br, O=N[O-], COc1cc(F)cc(C(C)=O)c1N, [Na+]. The product is COc1cc(F)cc(C(C)=O)c1Br. As a reaction SMILES: [BrH:18].[Cu:19]([Br:20])[Br:21].[N:14]([O-:15])=[O:16].[NH2:1][c:2]1[c:3]([C:11]([CH3:12])=[O:13])[cH:4][c:5]([F:10])[cH:6][c:7]1[O:8][CH3:9].[Na+:17]>>[c:2]1([Br:18])[c:3]([C:11]([CH3:12])=[O:13])[cH:4][c:5]([F:10])[cH:6][c:7]1[O:8][CH3:9]. The reactants are O=C(CBr)c1cccc(Cl)c1Cl, CCO, [K+], O, N#C[S-]. Product: N#CSCC(=O)c1cccc(Cl)c1Cl. Reaction SMILES: [Br:1][CH2:2][C:3](=[O:4])[c:5]1[c:6]([Cl:12])[c:7]([Cl:11])[cH:8][cH:9][cH:10]1.[CH3:18][CH2:19][OH:20].[K+:13].[OH2:17].[S-:14][C:15]#[N:16]>>[CH2:2]([C:3](=[O:4])[c:5]1[c:6]([Cl:12])[c:7]([Cl:11])[cH:8][cH:9][cH:10]1)[S:14][C:15]#[N:16].